From a dataset of the Open Reaction Database (ORD), a public repository of structured organic reaction records. describe an organic reaction: reactants, conditions, products, and yield Reactants: O[C@@H](CNC(CC(=O)N[C@H]1C(NC2=C(CC1)C=CC=C2)=O)(C)C)C (3-[2(R)-Hydroxypropyl]amino-3-methyl-N-[2,3,4,5-tetrahydro-2-oxo-1H-1-benzazepin-3(R)-yl]-butanamide), C(C)(C)N(C(C)C)CC (N,N-diisopropylethylamine), FC(S(=O)(=O)O[Si](CC)(CC)CC)(F)F (triethylsilyl trifluoromethanesulfonate). Solvent: C(Cl)Cl (methylene chloride). Conditions: time 2 hour. The product is C(C)[Si](O[C@@H](CNC(CC(=O)N[C@H]1C(NC2=C(CC1)C=CC=C2)=O)(C)C)C)(CC)CC (3-[2(R)-Triethylsiloxypropyl]amino-3-methyl-N-[2,3,4,5-tetrahydro-2-oxo-1H-1-benzazepin-3(R)-yl]-butanamide). The yield is 72.3%. RXN SMILES: [OH:1][C@H:2]([CH3:24])[CH2:3][NH:4][C:5]([CH3:23])([CH3:22])[CH2:6][C:7]([NH:9][C@@H:10]1[CH2:16][CH2:15][C:14]2[CH:17]=[CH:18][CH:19]=[CH:20][C:13]=2[NH:12][C:11]1=[O:21])=[O:8].C(N(CC)C(C)C)(C)C.FC(F)(F)S(O[Si:40]([CH2:45][CH3:46])([CH2:43][CH3:44])[CH2:41][CH3:42])(=O)=O>C(Cl)Cl>[CH2:41]([Si:40]([CH2:45][CH3:46])([CH2:43][CH3:44])[O:1][C@H:2]([CH3:24])[CH2:3][NH:4][C:5]([CH3:23])([CH3:22])[CH2:6][C:7]([NH:9][C@@H:10]1[CH2:16][CH2:15][C:14]2[CH:17]=[CH:18][CH:19]=[CH:20][C:13]=2[NH:12][C:11]1=[O:21])=[O:8])[CH3:42]. Reported procedure: To a stirred solution of 660 mg (1.48 mmol) of the intermediate obtained in Step B in 3 mL of methylene chloride at room temperature was added 1.1 mL of N,N-diisopropylethylamine (0.81 g, 4.2 eq.) followed by 0.71 mL of triethylsilyl trifluoromethanesulfonate (0.83 g, 2.1 eq.). The resulting mixture was stirred at room temperature for 2 hours then partitioned between ethyl acetate and saturated aqueous sodium chloride (buffered to pH 9 with 2 drops of ammonium hydroxide). The organic layer was s... Starting materials: COc1ccccc1N, NC(N)=O, CSc1nc(-c2cccc(NC(=O)Oc3ccc([N+](=O)[O-])cc3)c2)c2c(N)c(C(=O)NC(C)(C)C)sc2n1. Yields the product COc1ccccc1NC(=O)Nc1cccc(-c2nc(SC)nc3sc(C(=O)NC(C)(C)C)c(N)c23)c1. As a reaction SMILES: [CH3:43][O:44][c:45]1[c:46]([NH2:51])[cH:47][cH:48][cH:49][cH:50]1.[NH2:1][C:2](=[O:3])[NH2:4].[NH2:5][c:6]1[c:7]([C:36](=[O:37])[NH:38][C:39]([CH3:40])([CH3:41])[CH3:42])[s:8][c:9]2[n:10][c:11]([S:34][CH3:35])[n:12][c:13](-[c:15]3[cH:16][c:17]([NH:21][C:22](=[O:23])[O:24][c:25]4[cH:26][cH:27][c:28]([N+:29]([O-:30])=[O:31])[cH:32][cH:33]4)[cH:18][cH:19][cH:20]3)[c:14]12>>[NH2:5][c:6]1[c:7]([C:36](=[O:37])[NH:38][C:39]([CH3:40])([CH3:41])[CH3:42])[s:8][c:9]2[n:10][c:11]([S:34][CH3:35])[n:12][c:13](-[c:15]3[cH:16][c:17]([NH:21][C:22](=[O:23])[NH:51][c:46]4[c:45]([O:44][CH3:43])[cH:50][cH:49][cH:48][cH:47]4)[cH:18][cH:19][cH:20]3)[c:14]12. Reactants: [NH4+], [OH-], O=[N+]([O-])O, Cc1ccc2ccc(O)cc2n1, O=S(=O)(O)O. Yields the product Cc1ccc2ccc(O)c([N+](=O)[O-])c2n1. RXN SMILES: [NH4+:22].[OH-:23].[OH:1][N+:2]([O-:3])=[O:4].[OH:5][c:6]1[cH:7][cH:8][c:9]2[cH:10][cH:11][c:12]([CH3:16])[n:13][c:14]2[cH:15]1.[S:17](=[O:18])(=[O:19])([OH:20])[OH:21]>>[O-:1][N+:2](=[O:4])[c:15]1[c:6]([OH:5])[cH:7][cH:8][c:9]2[cH:10][cH:11][c:12]([CH3:16])[n:13][c:14]21.